Dataset: the Open Reaction Database (ORD), a public repository of structured organic reaction records. Task: describe an organic reaction: reactants, conditions, products, and yield Starting materials: [Br-], [Br-], CC#N, Oc1ccnc2cc(Cl)ccc12, c1ccc(P(c2ccccc2)c2ccccc2)cc1. Product: Clc1ccc2c(Br)ccnc2c1. As a reaction SMILES: [Br-:13].[Br-:14].[CH3:34][C:35]#[N:36].[Cl:1][c:2]1[cH:3][cH:4][c:5]2[c:6]([OH:12])[cH:7][cH:8][n:9][c:10]2[cH:11]1.[c:15]1([P:16]([c:17]2[cH:18][cH:19][cH:20][cH:21][cH:22]2)[c:23]2[cH:24][cH:25][cH:26][cH:27][cH:28]2)[cH:29][cH:30][cH:31][cH:32][cH:33]1>>[Cl:1][c:2]1[cH:3][cH:4][c:5]2[c:6]([Br:13])[cH:7][cH:8][n:9][c:10]2[cH:11]1. Reactants: N#C[K], C1CCOC1, O, O=CC1CN(C(c2ccccc2)c2ccccc2)C1. The product is N#CC(O)C1CN(C(c2ccccc2)c2ccccc2)C1. As a reaction SMILES: [K:20][C:21]#[N:22].[O:24]1[CH2:25][CH2:26][CH2:27][CH2:28]1.[OH2:23].[c:1]1([CH:7]([N:8]2[CH2:9][CH:10]([CH:12]=[O:13])[CH2:11]2)[c:14]2[cH:15][cH:16][cH:17][cH:18][cH:19]2)[cH:2][cH:3][cH:4][cH:5][cH:6]1>>[c:1]1([CH:7]([N:8]2[CH2:9][CH:10]([CH:12]([OH:13])[C:21]#[N:22])[CH2:11]2)[c:14]2[cH:15][cH:16][cH:17][cH:18][cH:19]2)[cH:2][cH:3][cH:4][cH:5][cH:6]1. The reactants are CCC(CC)C(N)c1ccnn1Cc1ccc(OC)cc1, O=S(=O)(Cl)c1ccc(Cl)cc1, O=S(=O)(Cl)Cl. Product: CCC(CC)C(NS(=O)(=O)c1ccc(Cl)cc1)c1ccnn1Cc1ccc(OC)cc1. As a reaction SMILES: [CH2:1]([CH3:2])[CH:3]([CH:4]([c:5]1[cH:6][cH:7][n:8][n:9]1[CH2:10][c:11]1[cH:12][cH:13][c:14]([O:17][CH3:18])[cH:15][cH:16]1)[NH2:19])[CH2:20][CH3:21].[Cl:22][c:23]1[cH:24][cH:25][c:26]([S:29](=[O:30])(=[O:31])[Cl:32])[cH:27][cH:28]1.[S:33]([Cl:34])([Cl:35])(=[O:36])=[O:37]>>[CH2:1]([CH3:2])[CH:3]([CH:4]([c:5]1[cH:6][cH:7][n:8][n:9]1[CH2:10][c:11]1[cH:12][cH:13][c:14]([O:17][CH3:18])[cH:15][cH:16]1)[NH:19][S:29]([c:26]1[cH:25][cH:24][c:23]([Cl:22])[cH:28][cH:27]1)(=[O:30])=[O:31])[CH2:20][CH3:21]. Reactants: C([O-])([O-])=O.[Cs+].[Cs+] (cesium carbonate), NC1=CC=C(C=N1)C(=O)N1[C@H](COC[C@@H]1C)C ((6-Aminopyridin-3-yl)((3S,5S)-3,5-dimethylmorpholino)methanone), BrC=1C(N(N=C(C1)Cl)C)=O (4-bromo-6-chloro-2-methylpyridazin-3(2H)-one), CC1(C2=C(C(=CC=C2)P(C3=CC=CC=C3)C4=CC=CC=C4)OC5=C(C=CC=C51)P(C6=CC=CC=C6)C7=CC=CC=C7)C (Xantphos). Reagents/catalysts: C=1C=CC(=CC1)/C=C/C(=O)/C=C/C2=CC=CC=C2.C=1C=CC(=CC1)/C=C/C(=O)/C=C/C2=CC=CC=C2.C=1C=CC(=CC1)/C=C/C(=O)/C=C/C2=CC=CC=C2.[Pd].[Pd] (tris(dibenzylideneacetone)dipalladium(0)). Solvent: O1CCOCC1 (1,4-dioxane). Yields the product ClC=1C=C(C(N(N1)C)=O)NC1=NC=C(C=C1)C(=O)N1[C@H](COC[C@@H]1C)C (6-Chloro-4-(5-((3S,5S)-3,5-dimethylmorpholine-4-carbonyl)pyridine-2-ylamino)-2-methylpyridazin-3(2H)-one). Isolated yield 31.1%. Reaction SMILES: C(=O)([O-])[O-].[Cs+].[Cs+].[NH2:7][C:8]1[N:13]=[CH:12][C:11]([C:14]([N:16]2[C@@H:21]([CH3:22])[CH2:20][O:19][CH2:18][C@@H:17]2[CH3:23])=[O:15])=[CH:10][CH:9]=1.Br[C:25]1[C:26](=[O:33])[N:27]([CH3:32])[N:28]=[C:29]([Cl:31])[CH:30]=1.CC1(C)C2C(=C(P(C3C=CC=CC=3)C3C=CC=CC=3)C=CC=2)OC2C(P(C3C=CC=CC=3)C3C=CC=CC=3)=CC=CC1=2>C1C=CC(/C=C/C(/C=C/C2C=CC=CC=2)=O)=CC=1.C1C=CC(/C=C/C(/C=C/C2C=CC=CC=2)=O)=CC=1.C1C=CC(/C=C/C(/C=C/C2C=CC=CC=2)=O)=CC=1.[Pd].[Pd].O1CCOCC1>[Cl:31][C:29]1[CH:30]=[C:25]([NH:7][C:8]2[CH:9]=[CH:10][C:11]([C:14]([N:16]3[C@@H:21]([CH3:22])[CH2:20][O:19][CH2:18][C@@H:17]3[CH3:23])=[O:15])=[CH:12][N:13]=2)[C:26](=[O:33])[N:27]([CH3:32])[N:28]=1 |f:0.1.2,6.7.8.9.10|. Procedure: A 100-mL single-neck round-bottomed flask equipped with a magnetic stirrer and a reflux condenser was charged with 1,4-dioxane (8 mL), cesium carbonate (221 mg, 0.68 mmol), 324a (80 mg, 0.34 mmol), and 4-bromo-6-chloro-2-methylpyridazin-3(2H)-one (80 mg, 0.36 mmol). After bubbling nitrogen through the suspension for 5 minutes, Xantphos (40 mg, 0.068 mmol) and tris(dibenzylideneacetone)dipalladium(0) (24 mg, 0.034 mmol) were added. The system was subjected to three cycles of vacuum/nitrogen flush... The solvent is CCOCC (ether), O (water). Reaction SMILES: B.C([C:5]1[CH:20]=[CH:19][C:8]2[C:9](=[O:18])[C:10]3[CH:17]=[CH:16][CH:15]=[CH:14][C:11]=3[CH:12]=[CH:13][C:7]=2[CH:6]=1)C=C.[OH-].[Na+].OO.[O:25]1C[CH2:28][CH2:27][CH2:26]1>CCOCC.O>[CH:6]1[C:7]2[CH:13]=[CH:12][C:11]3[CH:14]=[CH:15][CH:16]=[CH:17][C:10]=3[C:9](=[O:18])[C:8]=2[CH:19]=[CH:20][C:5]=1[CH:27]([CH3:28])[CH2:26][OH:25] |f:2.3|. Procedure: 1.67 Ml. of 1.0 molar borane in tetrahydrofuran is added to an ice-cooled solution of 1.23 gm. of 2-(2-propenyl) 5H-dibenzo[a,d]cyclohepten-5-one in 10 ml. of tetrahydrofuran. The mixture is stirred for 2 hours and then 5 ml. of 3.0 molar aqueous sodium hydroxide and 1.5 ml. of 30% hydrogen peroxide are added. The reaction is left for one hour and then water and ether are added. The ethereal layer is washed, dried and evaporated. The product is chromatographed on 50 gm. silica gel, eluting with ... Isolated yield 50.0%. Run at time 2 hour. The reactants are [OH-].[Na+] (sodium hydroxide), O1CCCC1 (tetrahydrofuran), OO (hydrogen peroxide), B (borane), ice, O1CCCC1 (tetrahydrofuran), C(C=C)C1=CC2=C(C(C3=C(C=C2)C=CC=C3)=O)C=C1 (2-(2-propenyl) 5H-dibenzo[a,d]cyclohepten-5-one). The product is C1=C(C=CC=2C(C3=C(C=CC21)C=CC=C3)=O)C(CO)C (2-(5H-dibenzo[a,d]cyclohepten-5-on-2-yl)propan-1-ol). The reactants are C=C[Sn](CCCC)(CCCC)CCCC, Cc1ccccc1, O=C1Nc2ccccc2Nc2nnc(Cl)cc21, c1ccc(P(c2ccccc2)c2ccccc2)cc1. Yields the product C=Cc1cc2c(nn1)Nc1ccccc1NC2=O. RXN SMILES: [CH2:18]([CH2:19][CH2:31][CH3:32])[Sn:20]([CH2:21][CH2:22][CH2:23][CH3:24])([CH2:25][CH2:26][CH2:27][CH3:28])[CH:29]=[CH2:30].[CH3:52][c:53]1[cH:54][cH:55][cH:56][cH:57][cH:58]1.[Cl:1][c:2]1[cH:3][c:4]2[c:5]([n:16][n:17]1)[NH:6][c:7]1[c:8]([cH:12][cH:13][cH:14][cH:15]1)[NH:9][C:10]2=[O:11].[c:33]1([P:34]([c:35]2[cH:36][cH:37][cH:38][cH:39][cH:40]2)[c:41]2[cH:42][cH:43][cH:44][cH:45][cH:46]2)[cH:47][cH:48][cH:49][cH:50][cH:51]1>>[c:2]1([CH:18]=[CH2:19])[cH:3][c:4]2[c:5]([n:16][n:17]1)[NH:6][c:7]1[c:8]([cH:12][cH:13][cH:14][cH:15]1)[NH:9][C:10]2=[O:11]. Starting materials: [BH3-]C#N, O=C(O)C1(C=NOCc2ccccc2)CCCCC1, [CH3], CO, [Na+]. Yields the product O=C(O)C1(CNOCc2ccccc2)CCCCC1. Reaction SMILES: [C:21]([BH3-:22])#[N:23].[CH2:1]([c:2]1[cH:3][cH:4][cH:5][cH:6][cH:7]1)[O:8][N:9]=[CH:10][C:11]1([C:17](=[O:18])[OH:19])[CH2:12][CH2:13][CH2:14][CH2:15][CH2:16]1.[CH3:20].[CH3:25][OH:26].[Na+:24]>>[CH2:1]([c:2]1[cH:3][cH:4][cH:5][cH:6][cH:7]1)[O:8][NH:9][CH2:10][C:11]1([C:17](=[O:18])[OH:19])[CH2:12][CH2:13][CH2:14][CH2:15][CH2:16]1. Reactants: CCO, CN1CCn2nc([N+](=O)[O-])cc2C1. Product: CN1CCn2nc(N)cc2C1. As a reaction SMILES: [CH3:14][CH2:15][OH:16].[CH3:1][N:2]1[CH2:3][c:4]2[n:5]([n:8][c:9]([N+:11]([O-:12])=[O:13])[cH:10]2)[CH2:6][CH2:7]1>>[CH3:1][N:2]1[CH2:3][c:4]2[n:5]([n:8][c:9]([NH2:11])[cH:10]2)[CH2:6][CH2:7]1. Reactants: O=C([O-])O, CCO, COCc1cc([N+](=O)[O-])ccc1C, [Na+], O. The product is COCc1cc(N)ccc1C. RXN SMILES: [C:14](=[O:15])([OH:16])[O-:17].[CH3:19][CH2:20][OH:21].[CH3:1][c:2]1[c:3]([CH2:4][O:5][CH3:6])[cH:7][c:8]([N+:11]([O-:12])=[O:13])[cH:9][cH:10]1.[Na+:18].[OH2:22]>>[CH3:1][c:2]1[c:3]([CH2:4][O:5][CH3:6])[cH:7][c:8]([NH2:11])[cH:9][cH:10]1. The reactants are O1CCCC=C1 (3,4-dihydro-2H-pyran), pyridium p-toluenesulfonic acid, C(C)C1=C(C=O)C(=CC(=C1)O)O (2-ethyl-4,6-dihydroxy-benzaldehyde). The solvent is ClCCl (dichloromethane). Reaction conditions: time 16 hour. Product: C(C)C1=C(C=O)C(=CC(=C1)OC1OCCCC1)O (2-ethyl-6-hydroxy-4-(tetrahydro-pyran-2-yloxy)-benzaldehyde). The yield is 103.5%. RXN SMILES: [CH2:1]([C:3]1[CH:10]=[C:9]([OH:11])[CH:8]=[C:7]([OH:12])[C:4]=1[CH:5]=[O:6])[CH3:2].[O:13]1[CH:18]=[CH:17][CH2:16][CH2:15][CH2:14]1>ClCCl>[CH2:1]([C:3]1[CH:10]=[C:9]([O:11][CH:14]2[CH2:15][CH2:16][CH2:17][CH2:18][O:13]2)[CH:8]=[C:7]([OH:12])[C:4]=1[CH:5]=[O:6])[CH3:2]. Procedure details: To a mixture of 2-ethyl-4,6-dihydroxy-benzaldehyde (1 g, 6.02 mmol) in dichloromethane (50 mL) was added 3,4-dihydro-2H-pyran (1.1 mL, 12.05 mmol) and pyridium p-toluenesulfonic acid (0.010 g) at room temperature. The resulting mixture was stirred at room temperature for 16 hours then concentrated in vacuo. The residue was purified by silica gel flash column chromatography to give 2-ethyl-6-hydroxy-4-(tetrahydro-pyran-2-yloxy)-benzaldehyde (1.56 g, 100%). 1H NMR (400 MHz, CDCl3δ 12.40 (s, 1H), 1...